Dataset: the Open Reaction Database (ORD), a public repository of structured organic reaction records. Task: describe an organic reaction: reactants, conditions, products, and yield Reactants: NC1=C2C(C(=CN(C2=C(C(=C1)F)OC)[C@H]1[C@H](C1)F)C(=O)OCC)=O (ethyl 5-amino-7-fluoro-1-[2-(S)-fluoro-1-(R)-cyclopropyl]-1,4-dihydro-8-methoxy-4-oxoquinoline-3-carboxylate), C(C)(=O)O (acetic acid), Cl (hydrochloric acid). Solvent: O (water). Yields the product NC1=C2C(C(=CN(C2=C(C(=C1)F)OC)[C@H]1[C@H](C1)F)C(=O)O)=O (5-amino-7-fluoro-1-[2-(S)-fluoro-1-(R)-cyclopropyl]-1,4-dihydro-8-methoxy-4-oxoquinoline-3-carboxylic acid). Yield: 51.3%. Reaction SMILES: [NH2:1][C:2]1[CH:11]=[C:10]([F:12])[C:9]([O:13][CH3:14])=[C:8]2[C:3]=1[C:4](=[O:24])[C:5]([C:19]([O:21]CC)=[O:20])=[CH:6][N:7]2[C@@H:15]1[CH2:17][C@@H:16]1[F:18].C(O)(=O)C.Cl>O>[NH2:1][C:2]1[CH:11]=[C:10]([F:12])[C:9]([O:13][CH3:14])=[C:8]2[C:3]=1[C:4](=[O:24])[C:5]([C:19]([OH:21])=[O:20])=[CH:6][N:7]2[C@@H:15]1[CH2:17][C@@H:16]1[F:18]. Reported procedure: A mixture of ethyl 5-amino-7-fluoro-1-[2-(S)-fluoro-1-(R)-cyclopropyl]-1,4-dihydro-8-methoxy-4-oxoquinoline-3-carboxylate (2.68 g, 7.92 mmol), acetic acid (20 ml) and concentrated hydrochloric acid (20 ml) was heated under reflux for 3 hours. After cooling there action solution with ice, water (200 ml) was poured therein and the precipitated crystals were filtered out. After washing with excess water, a small amount of cold ethanol and excess diethyl ether in that order, the crude crystals obtai... Reactants: C1=NC2=C(C(=N1)Cl)N=CN2[C@H]3[C@@H]([C@@H]([C@H](O3)CO)O)O (6-chloropurineriboside), N[C@@H]1OCCC1 ((R)-aminotetrahydrofuran), C(N)([O-])=O (carbamate), compound 3. Yields the product [CH2-]C(=O)C (acetonide), COC(C)(C)OC (2,2-dimethoxypropane), TsOH(cat.). Reaction SMILES: [C:1](=O)([O-:3])N.C1N=C(Cl)C2N=CN([C@@H:15]3[O:19][C@H:18]([CH2:20]O)[C@@H:17](O)[C@H]3O)C=2N=1.N[C@H]1CCCO1>>[CH2-:17][C:18]([CH3:20])=[O:19].[CH3:1][O:3][C:18]([O:19][CH3:15])([CH3:17])[CH3:20]. Reported procedure: Preparation of compounds 6 and 7 starting from compound 3 is shown in the synthesis scheme below. Compound 3 was prepared from 6-chloropurineriboside 1 and 3 (R)-aminotetrahydrofuran following the procedure reported earlier (U.S. Pat. No. 5,789,416). Protection of the 2′ and 3′ hydroxy groups as an acetonide with 2,2-dimethoxypropane in the presence of TsOH(cat.) gave 4. Reaction of 4 with CDI in THF followed by treatment with 40% aq.methylamine gave carbamate 5. Deprotection of the 2′,3′ aceton... The reactants are CC(=O)OO, CN(C)C=O, CC(=O)O, CCOC(C)=O, CC(C)N(CCSCCOP(=O)(N(CCCl)CCCl)N(CCCl)CCCl)C(C)C, CC(C)N(CCS(=O)(=O)CCOP(=O)(N(CCCl)CCCl)N(CCCl)CCCl)C(C)C, O=C(O)C(F)(F)F. Product: CC(C)N(CCS(=O)(=O)CCOP(=O)(N(CCCl)CCCl)N(CCCl)CCCl)C(C)C, Cl. Reaction SMILES: [C:37]([O:38][OH:39])(=[O:40])[CH3:41].[CH3:73][N:74]([CH3:75])[CH:76]=[O:77].[CH3:78][C:79](=[O:80])[OH:81].[CH3:82][CH2:83][O:84][C:85](=[O:86])[CH3:87].[Cl:1][CH2:2][CH2:3][N:4]([CH2:5][CH2:6][Cl:7])[P:8]([N:9]([CH2:10][CH2:11][Cl:12])[CH2:13][CH2:14][Cl:15])(=[O:16])[O:17][CH2:18][CH2:19][S:20][CH2:21][CH2:22][N:23]([CH:24]([CH3:25])[CH3:26])[CH:27]([CH3:28])[CH3:29].[Cl:42][CH2:43][CH2:44][N:45]([P:46]([O:47][CH2:48][CH2:49][S:50](=[O:51])(=[O:52])[CH2:53][CH2:54][N:55]([CH:56]([CH3:57])[CH3:58])[CH:59]([CH3:60])[CH3:61])(=[O:62])[N:63]([CH2:64][CH2:65][Cl:66])[CH2:67][CH2:68][Cl:69])[CH2:70][CH2:71][Cl:72].[OH:30][C:31]([C:32]([F:33])([F:34])[F:35])=[O:36]>>[Cl:42][CH2:43][CH2:44][N:45]([P:46]([O:47][CH2:48][CH2:49][S:50](=[O:51])(=[O:52])[CH2:53][CH2:54][N:55]([CH:56]([CH3:57])[CH3:58])[CH:59]([CH3:60])[CH3:61])(=[O:62])[N:63]([CH2:64][CH2:65][Cl:66])[CH2:67][CH2:68][Cl:69])[CH2:70][CH2:71][Cl:72].[ClH:1]. The reactants are ClC1=CC(=C(C=C1)C(CC(=O)C1=CN(C(C=C1)=O)C)C1=CC=C(C(=O)NCCO)C=C1)C (4-(1-(4-chloro-2-methylphenyl)-3-(1-methyl-6-oxo-1,6-dihydropyridin-3-yl)-3-oxopropyl)-N-(2-hydroxyethyl)benzamide), Cl.NO (hydroxylamine hydrochloride), C(O)([O-])=O.[Na+] (sodium hydrogencarbonate). Product: ClC1=CC(=C(C=C1)C(C\C(\C1=CN(C(C=C1)=O)C)=N/O)C1=CC=C(C(=O)NCCO)C=C1)C ((E)-4-(1-(4-Chloro-2-methylphenyl)-3-(hydroxyimino)-3-(1-methyl-6-oxo-1,6-dihydro-pyridin-3-yl)propyl)-N-(2-hydroxyethyl)benzamide). Reaction SMILES: [Cl:1][C:2]1[CH:7]=[CH:6][C:5]([CH:8]([C:20]2[CH:31]=[CH:30][C:23]([C:24]([NH:26][CH2:27][CH2:28][OH:29])=[O:25])=[CH:22][CH:21]=2)[CH2:9][C:10]([C:12]2[CH:17]=[CH:16][C:15](=[O:18])[N:14]([CH3:19])[CH:13]=2)=O)=[C:4]([CH3:32])[CH:3]=1.Cl.[NH2:34][OH:35].C(=O)([O-])O.[Na+]>>[Cl:1][C:2]1[CH:7]=[CH:6][C:5]([CH:8]([C:20]2[CH:31]=[CH:30][C:23]([C:24]([NH:26][CH2:27][CH2:28][OH:29])=[O:25])=[CH:22][CH:21]=2)[CH2:9]/[C:10](=[N:34]\[OH:35])/[C:12]2[CH:17]=[CH:16][C:15](=[O:18])[N:14]([CH3:19])[CH:13]=2)=[C:4]([CH3:32])[CH:3]=1 |f:1.2,3.4|. Procedure: In analogy to example 151, step 3, 4-(1-(4-chloro-2-methylphenyl)-3-(1-methyl-6-oxo-1,6-dihydropyridin-3-yl)-3-oxopropyl)-N-(2-hydroxyethyl)benzamide was reacted with hydroxylamine hydrochloride in the presence of sodium hydrogencarbonate to give the title compound containing less than 10% of the corresponding Z isomer as an off-white solid, MS (ESI+): m/z=468.2 [M+H]+. Starting materials: Oc1cccc(-c2nc3ccc(Br)cc3o2)c1, O=C([O-])[O-], CN(C)C=O, CC(C)I, [K+], [K+], O. Yields the product CC(C)Oc1cccc(-c2nc3ccc(Br)cc3o2)c1. RXN SMILES: [Br:1][c:2]1[cH:3][c:4]2[c:5]([n:6][c:7](-[c:9]3[cH:10][c:11]([OH:15])[cH:12][cH:13][cH:14]3)[o:8]2)[cH:16][cH:17]1.[C:22](=[O:23])([O-:24])[O-:25].[CH:29]([N:30]([CH3:31])[CH3:32])=[O:33].[I:18][CH:19]([CH3:20])[CH3:21].[K+:26].[K+:27].[OH2:28]>>[Br:1][c:2]1[cH:3][c:4]2[c:5]([n:6][c:7](-[c:9]3[cH:10][c:11]([O:15][CH:19]([CH3:20])[CH3:21])[cH:12][cH:13][cH:14]3)[o:8]2)[cH:16][cH:17]1. Reactants: Cl.CNC (dimethylamine hydrochloride), ClC1=CC=2C3=C(N(C2C=C1)C=C(C)C1=CC=C(C=C1)F)CCN(C3)C (8-Chloro-5-(2-(4-fluorophenyl)prop-1-enyl)-2,3,4,5-tetrahydro-2-methyl-1H-pyrido[4,3-b]indole), CC(C)([O-])C.[Na+] (sodium tertbutoxide), 2-di-tertbutylphosphino-2′-4′-6′-triisopropylbiphenyl. The reagents and catalysts are C(C)(=O)[O-].[Pd+2].C(C)(=O)[O-] (palladium acetate). Run at temperature 100 celsius. Yields the product FC1=CC=C(C=C1)/C(=C/N1C2=C(C=3C=C(C=CC13)N(C)C)CN(CC2)C)/C ((E)-5-(2-(4-fluorophenyl)prop-1-enyl)-N,N,2-trimethyl-2,3,4,5-tetrahydro-1H-pyrido[4,3-b]indol-8-amine). Yield: 33.2%. Reaction SMILES: Cl[C:2]1[CH:10]=[CH:9][C:8]2[N:7]([CH:11]=[C:12]([C:14]3[CH:19]=[CH:18][C:17]([F:20])=[CH:16][CH:15]=3)[CH3:13])[C:6]3[CH2:21][CH2:22][N:23]([CH3:25])[CH2:24][C:5]=3[C:4]=2[CH:3]=1.CC(C)([O-])C.[Na+].Cl.[CH3:33][NH:34][CH3:35]>C([O-])(=O)C.[Pd+2].C([O-])(=O)C>[F:20][C:17]1[CH:18]=[CH:19][C:14](/[C:12](/[CH3:13])=[CH:11]/[N:7]2[C:8]3[CH:9]=[CH:10][C:2]([N:34]([CH3:35])[CH3:33])=[CH:3][C:4]=3[C:5]3[CH2:24][N:23]([CH3:25])[CH2:22][CH2:21][C:6]2=3)=[CH:15][CH:16]=1 |f:1.2,3.4,5.6.7|. Reported procedure: 8-Chloro-5-(2-(4-fluorophenyl)prop-1-enyl)-2,3,4,5-tetrahydro-2-methyl-1H-pyrido[4,3-b]indole (100 mg, 0.282 mmol), sodium tertbutoxide (324 mg, 2.948 mmol), palladium acetate (12 mg, 0.049 mmol) and 2-di-tertbutylphosphino-2′-4′-6′-triisopropylbiphenyl (31 mg, 0.0735 mmol) were charged in a reaction bottle which was evacuated and back filled with nitrogen for 5 min. Anhydrous toluene (2 mL) was added under nitrogen atmosphere. Finally, dimethylamine hydrochloride (45.13 mg, 0.564 mmol) was adde...